This data is from the Open Reaction Database (ORD), a public repository of structured organic reaction records. The task is: describe an organic reaction: reactants, conditions, products, and yield The reactants are CCC(O)CC, Cc1ccc(-n2ccc3c(Cl)nn(C)c(=O)c32)c(C)c1, [H-], [Na+], CN(C)C=O, O. Product: CCC(CC)Oc1nn(C)c(=O)c2c1ccn2-c1ccc(C)cc1C. Reaction SMILES: [CH3:1][CH2:2][CH:3]([CH2:4][CH3:5])[OH:6].[Cl:9][c:10]1[c:11]2[c:12]([c:13](=[O:17])[n:14]([CH3:16])[n:15]1)[n:18](-[c:21]1[c:22]([CH3:28])[cH:23][c:24]([CH3:27])[cH:25][cH:26]1)[cH:19][cH:20]2.[H-:7].[Na+:8].[O:30]=[CH:31][N:32]([CH3:33])[CH3:34].[OH2:29]>>[CH3:1][CH2:2][CH:3]([CH2:4][CH3:5])[O:6][c:10]1[c:11]2[c:12]([c:13](=[O:17])[n:14]([CH3:16])[n:15]1)[n:18](-[c:21]1[c:22]([CH3:28])[cH:23][c:24]([CH3:27])[cH:25][cH:26]1)[cH:19][cH:20]2.